This data is from the Open Reaction Database (ORD), a public repository of structured organic reaction records. The task is: describe an organic reaction: reactants, conditions, products, and yield The reactants are IC1=CC(=CC(=C1)[N+](=O)[O-])OC (1-iodo-3-methoxy-5-nitro-benzene), S1C=C(C=C1)B(O)O (thiophen-3-ylboronic acid), C([O-])([O-])=O.[K+].[K+] (potassium carbonate). The reagents and catalysts are C=1C=CC(=CC1)[P](C=2C=CC=CC2)(C=3C=CC=CC3)[Pd]([P](C=4C=CC=CC4)(C=5C=CC=CC5)C=6C=CC=CC6)([P](C=7C=CC=CC7)(C=8C=CC=CC8)C=9C=CC=CC9)[P](C=1C=CC=CC1)(C=1C=CC=CC1)C=1C=CC=CC1 (tetrakis(triphenylphosphine)palladium(0)). The solvent is C(C)O (ethanol). Reaction conditions: temperature 160 celsius. The product is COC=1C=C(C=C(C1)[N+](=O)[O-])C1=CSC=C1 (3-(3-methoxy-5-nitro-phenyl)-thiophene). The yield is 91.9%. As a reaction SMILES: I[C:2]1[CH:7]=[C:6]([N+:8]([O-:10])=[O:9])[CH:5]=[C:4]([O:11][CH3:12])[CH:3]=1.[S:13]1[CH:17]=[CH:16][C:15](B(O)O)=[CH:14]1.C(=O)([O-])[O-].[K+].[K+]>C(O)C.C1C=CC([P]([Pd]([P](C2C=CC=CC=2)(C2C=CC=CC=2)C2C=CC=CC=2)([P](C2C=CC=CC=2)(C2C=CC=CC=2)C2C=CC=CC=2)[P](C2C=CC=CC=2)(C2C=CC=CC=2)C2C=CC=CC=2)(C2C=CC=CC=2)C2C=CC=CC=2)=CC=1>[CH3:12][O:11][C:4]1[CH:3]=[C:2]([C:15]2[CH:16]=[CH:17][S:13][CH:14]=2)[CH:7]=[C:6]([N+:8]([O-:10])=[O:9])[CH:5]=1 |f:2.3.4,^1:33,35,54,73|. Procedure details: To a solution of 1-iodo-3-methoxy-5-nitro-benzene (1.0 g, 3.59 mmol) in ethanol (18 mL) in a microwave tube were added tetrakis(triphenylphosphine)palladium(0) (837 mg, 0.72 mmol), thiophen-3-ylboronic acid (748 mg, 5.55 mmol), and potassium carbonate (496 mg, 3.58 mmol) at room temperature. The mixture was heated to 160° C. under closed microwave conditions for 30 minutes. After cooling to room temperature, the colored mixture was filtered and the filter cake was washed with water. The filtrate... Reactants: CCCCCCCCCCCC#N, CCO, NO. Yields the product CCCCCCCCCCCC(=N)NO. As a reaction SMILES: [CH2:1]([CH2:2][CH2:3][CH2:4][CH2:5][CH2:6][CH2:7][CH2:8][CH2:9][CH2:10][CH3:11])[C:12]#[N:13].[CH3:16][CH2:17][OH:18].[NH2:14][OH:15]>>[CH2:1]([CH2:2][CH2:3][CH2:4][CH2:5][CH2:6][CH2:7][CH2:8][CH2:9][CH2:10][CH3:11])[C:12](=[NH:13])[NH:14][OH:15]. The reactants are FC=1C=C2C(C(=CNC2=CC1C1=CC(=NC(=C1)C)C)C(=O)OCC)=O (ethyl 6-fluoro-1,4-dihydro-7-(2,6-dimethyl-4-pyridinyl)-4-oxo-3-quinolinecarboxylate), C([O-])([O-])=O.[K+].[K+] (potassium carbonate), C(C)I (ethyl iodide). Run in CN(C=O)C (dimethylformamide). Reaction conditions: time 20 minute. The product is C(C)N1C=C(C(C2=CC(=C(C=C12)C1=CC(=NC(=C1)C)C)F)=O)C(=O)OCC (ethyl 1-ethyl-6-fluoro-1,4-dihydro-7-(2,6-dimethyl-4-pyridinyl)-4-oxo-3-quinolinecarboxylate). RXN SMILES: [F:1][C:2]1[CH:3]=[C:4]2[C:9](=[CH:10][C:11]=1[C:12]1[CH:17]=[C:16]([CH3:18])[N:15]=[C:14]([CH3:19])[CH:13]=1)[NH:8][CH:7]=[C:6]([C:20]([O:22][CH2:23][CH3:24])=[O:21])[C:5]2=[O:25].C(=O)([O-])[O-].[K+].[K+].[CH2:32](I)[CH3:33]>CN(C)C=O>[CH2:32]([N:8]1[C:9]2[C:4](=[CH:3][C:2]([F:1])=[C:11]([C:12]3[CH:17]=[C:16]([CH3:18])[N:15]=[C:14]([CH3:19])[CH:13]=3)[CH:10]=2)[C:5](=[O:25])[C:6]([C:20]([O:22][CH2:23][CH3:24])=[O:21])=[CH:7]1)[CH3:33] |f:1.2.3|. Reported procedure: A mixture containing 34 g of ethyl 6-fluoro-1,4-dihydro-7-(2,6-dimethyl-4-pyridinyl)-4-oxo-3-quinolinecarboxylate, finely divided anhydrous potassium carbonate and 250 ml of dimethylformamide was heated with stirring on a steam bath for 20 minutes and then 9 ml of ethyl iodide was added over a 20 minute period. The reaction mixture was heated on a steam bath with stirring for 2 and 1/2 hours and then concentrated to dryness on a rotary evaporator. The residue was shaken well with 300 ml of water... The reactants are BrC1=C(C(=O)O)C=CC(=C1)Br (2,4-dibromobenzoic acid), C1(CC1)C=1C=C(C(=NC1)N1CCNCC1)C (1-(5-cyclopropyl-3-methylpyridin-2-yl)piperazine). Product: C1(CC1)C=1C=C(C(=NC1)N1CCN(CC1)C(=O)C1=C(C=C(C=C1)Br)Br)C ([4-(5-cyclopropyl-3-methylpyridin-2-yl)piperazin-1-yl](2,4-dibromophenyl)methanone). The yield is 69.4%. RXN SMILES: [Br:1][C:2]1[CH:10]=[C:9]([Br:11])[CH:8]=[CH:7][C:3]=1[C:4]([OH:6])=O.[CH:12]1([C:15]2[CH:16]=[C:17]([CH3:27])[C:18]([N:21]3[CH2:26][CH2:25][NH:24][CH2:23][CH2:22]3)=[N:19][CH:20]=2)[CH2:14][CH2:13]1>>[CH:12]1([C:15]2[CH:16]=[C:17]([CH3:27])[C:18]([N:21]3[CH2:22][CH2:23][N:24]([C:4]([C:3]4[CH:7]=[CH:8][C:9]([Br:11])=[CH:10][C:2]=4[Br:1])=[O:6])[CH2:25][CH2:26]3)=[N:19][CH:20]=2)[CH2:14][CH2:13]1. Reported procedure: Using 2,4-dibromobenzoic acid (530 mg) and 1-(5-cyclopropyl-3-methylpyridin-2-yl)piperazine (413 mg) described in Preparation Example 83 and by the reaction and treatment in the same manner as in Preparation Example 118, the title compound (630 mg) was obtained. The reactants are [N+](=[N-])=CC(=O)OCC (ethyl diazoacetate), O[C@@H]1CC[C@H](CC1)N1C=2N(C(=C(C1=O)CC1=CC=C(C=C1)C=1C(=CC=CC1)C#N)CCC)N=NC2 (4′-{[4-(trans-4-hydroxycyclohexyl)-5-oxo-7-propyl-4,5-dihydro[1,2,3]triazolo[1,5-a]pyrimidin-6-yl]methyl}biphenyl-2-carbonitrile). Reagents/catalysts: C(C)(=O)[O-].[Rh+2].C(C)(=O)[O-] (rhodium(II) acetate). The solvent is C(Cl)Cl (methylene chloride). Reaction conditions: time 3 day. The product is C(#N)C1=C(C=CC=C1)C1=CC=C(C=C1)CC=1C(N(C=2N(C1CCC)N=NC2)[C@@H]2CC[C@H](CC2)OCC(=O)OCC)=O (ethyl [(trans-4-{6-[(2′-cyanobiphenyl-4-yl)methyl]-5-oxo-7-propyl[1,2,3]triazolo[1,5-a]pyrimidin-4(5H)-yl}cyclohexyl)oxy]acetate), compound. Yield: 37.0%. RXN SMILES: [OH:1][C@H:2]1[CH2:7][CH2:6][C@H:5]([N:8]2[C:13](=[O:14])[C:12]([CH2:15][C:16]3[CH:21]=[CH:20][C:19]([C:22]4[C:23]([C:28]#[N:29])=[CH:24][CH:25]=[CH:26][CH:27]=4)=[CH:18][CH:17]=3)=[C:11]([CH2:30][CH2:31][CH3:32])[N:10]3[N:33]=[N:34][CH:35]=[C:9]23)[CH2:4][CH2:3]1.[N+](=[CH:38][C:39]([O:41][CH2:42][CH3:43])=[O:40])=[N-]>C([O-])(=O)C.[Rh+2].C([O-])(=O)C.C(Cl)Cl>[C:28]([C:23]1[CH:24]=[CH:25][CH:26]=[CH:27][C:22]=1[C:19]1[CH:20]=[CH:21][C:16]([CH2:15][C:12]2[C:13](=[O:14])[N:8]([C@H:5]3[CH2:6][CH2:7][C@H:2]([O:1][CH2:38][C:39]([O:41][CH2:42][CH3:43])=[O:40])[CH2:3][CH2:4]3)[C:9]3[N:10]([N:33]=[N:34][CH:35]=3)[C:11]=2[CH2:30][CH2:31][CH3:32])=[CH:17][CH:18]=1)#[N:29] |f:2.3.4|. Procedure: To a mixture of 4′-{[4-(trans-4-hydroxycyclohexyl)-5-oxo-7-propyl-4,5-dihydro[1,2,3]triazolo[1,5-a]pyrimidin-6-yl]methyl}biphenyl-2-carbonitrile (470 mg), rhodium(II) acetate (dimer) (22 mg) and methylene chloride (10 mL) was added dropwise ethyl diazoacetate (137 mg) under an argon atmosphere, and the mixture was stirred at room temperature for 3 days. The reaction mixture was washed with water and then with saturated brine, and dried over anhydrous magnesium sulfate. The solvent was evaporated... Reactants: [BH4-], CC(=O)c1ccc(S(=O)(=O)Nc2ccc(Cl)cc2-n2nnc3ncccc32)cc1, CO, CCOC(C)=O, [Na+]. Product: CC(O)c1ccc(S(=O)(=O)Nc2ccc(Cl)cc2-n2nnc3ncccc32)cc1. RXN SMILES: [BH4-:30].[C:1]([CH3:2])(=[O:3])[c:4]1[cH:5][cH:6][c:7]([S:10](=[O:11])(=[O:12])[NH:13][c:14]2[c:15](-[n:21]3[n:22][n:23][c:24]4[n:25][cH:26][cH:27][cH:28][c:29]34)[cH:16][c:17]([Cl:20])[cH:18][cH:19]2)[cH:8][cH:9]1.[CH3:32][OH:33].[CH3:34][CH2:35][O:36][C:37]([CH3:38])=[O:39].[Na+:31]>>[CH:1]([CH3:2])([OH:3])[c:4]1[cH:5][cH:6][c:7]([S:10](=[O:11])(=[O:12])[NH:13][c:14]2[c:15](-[n:21]3[n:22][n:23][c:24]4[n:25][cH:26][cH:27][cH:28][c:29]34)[cH:16][c:17]([Cl:20])[cH:18][cH:19]2)[cH:8][cH:9]1. The reactants are N=C(c1ccccc1)c1ccccc1, CC(C)(C)[O-], COCCOC, O=C1N(Cc2cccc(Cl)n2)c2ccccc2C12COc1cc3c(cc12)OCCO3, ClCCl, [Na+], CC(=O)[O-], CC(=O)[O-], [Pd+2]. Yields the product O=C1N(Cc2cccc(N=C(c3ccccc3)c3ccccc3)n2)c2ccccc2C12COc1cc3c(cc12)OCCO3. RXN SMILES: [C:37]([c:38]1[cH:39][cH:40][cH:41][cH:42][cH:43]1)([c:44]1[cH:45][cH:46][cH:47][cH:48][cH:49]1)=[NH:50].[CH3:31][C:32]([CH3:33])([O-:34])[CH3:35].[CH3:51][O:52][CH2:53][CH2:54][O:55][CH3:56].[Cl:1][c:2]1[cH:3][cH:4][cH:5][c:6]([CH2:8][N:9]2[C:10](=[O:30])[C:11]3([CH2:12][O:13][c:14]4[cH:15][c:16]5[c:17]([cH:22][c:23]43)[O:18][CH2:19][CH2:20][O:21]5)[c:24]3[cH:25][cH:26][cH:27][cH:28][c:29]32)[n:7]1.[Cl:57][CH2:58][Cl:59].[Na+:36].[O-:61][C:62]([CH3:63])=[O:64].[O-:65][C:66]([CH3:67])=[O:68].[Pd+2:60]>>[c:2]1([N:50]=[C:37]([c:38]2[cH:39][cH:40][cH:41][cH:42][cH:43]2)[c:44]2[cH:45][cH:46][cH:47][cH:48][cH:49]2)[cH:3][cH:4][cH:5][c:6]([CH2:8][N:9]2[C:10](=[O:30])[C:11]3([CH2:12][O:13][c:14]4[cH:15][c:16]5[c:17]([cH:22][c:23]43)[O:18][CH2:19][CH2:20][O:21]5)[c:24]3[cH:25][cH:26][cH:27][cH:28][c:29]32)[n:7]1. Reactants: ClC1=NC(=C(N=C1)C1=CC=CC=C1)C1=CC=CC=C1 (2-chloro-5,6-diphenylpyrazine), C(C)(C)NCCCCO (4-(isopropylamino)-1-butanol). Solvent: O (water). Conditions: temperature 190 celsius, time 10 hour. Product: C1(=CC=CC=C1)C=1N=CC(=NC1C1=CC=CC=C1)N(C(C)C)CCCCO (4-[N-(5,6-diphenylpyrazin-2-yl)-N-isopropylamino]-1-butanol). The yield is 56.5%. As a reaction SMILES: Cl[C:2]1[CH:7]=[N:6][C:5]([C:8]2[CH:13]=[CH:12][CH:11]=[CH:10][CH:9]=2)=[C:4]([C:14]2[CH:19]=[CH:18][CH:17]=[CH:16][CH:15]=2)[N:3]=1.[CH:20]([NH:23][CH2:24][CH2:25][CH2:26][CH2:27][OH:28])([CH3:22])[CH3:21]>O>[C:8]1([C:5]2[N:6]=[CH:7][C:2]([N:23]([CH2:24][CH2:25][CH2:26][CH2:27][OH:28])[CH:20]([CH3:22])[CH3:21])=[N:3][C:4]=2[C:14]2[CH:19]=[CH:18][CH:17]=[CH:16][CH:15]=2)[CH:13]=[CH:12][CH:11]=[CH:10][CH:9]=1. Reported procedure: 30 g of 2-chloro-5,6-diphenylpyrazine and 131.22 g of 4-(isopropylamino)-1-butanol were mixed and then heated with stirring at 190° C. for 10 hours. The reaction solution was air-cooled, poured into water, extracted with diethyl ether, dried over anhydrous magnesium sulfate and then concentrated. The residue was purified by silica gel column chromatography to obtain 22.96 g of the desired compound as a colorless crystal having a melting point of 102 to 103° C.